Dataset: the Open Reaction Database (ORD), a public repository of structured organic reaction records. Task: describe an organic reaction: reactants, conditions, products, and yield The reactants are [OH-].[Na+] (NaOH), O (water), C(CCCCCCC)N1CCC2=C(C(=C(C(=C12)NC(C(C)(C)C)=O)C)CCC#N)C (N-(1-Octyl-5-cyanoethyl-4,6-dimethylindolin-7-yl)-2,2-dimethylpropanamide). Run in CCO (EtOH). Product: C(CCCCCCC)N1CCC2=C(C(=C(C(=C12)NC(C(C)(C)C)=O)C)CCC(=O)O)C (N-(1-Octyl-5-carboxyethyl-4,6-dimethylindolin-7-yl)-2,2-dimethylpropanamide). As a reaction SMILES: [CH2:1]([N:9]1[C:17]2[C:12](=[C:13]([CH3:30])[C:14]([CH2:26][CH2:27][C:28]#N)=[C:15]([CH3:25])[C:16]=2[NH:18][C:19](=[O:24])[C:20]([CH3:23])([CH3:22])[CH3:21])[CH2:11][CH2:10]1)[CH2:2][CH2:3][CH2:4][CH2:5][CH2:6][CH2:7][CH3:8].[OH-:31].[Na+].[OH2:33]>CCO>[CH2:1]([N:9]1[C:17]2[C:12](=[C:13]([CH3:30])[C:14]([CH2:26][CH2:27][C:28]([OH:33])=[O:31])=[C:15]([CH3:25])[C:16]=2[NH:18][C:19](=[O:24])[C:20]([CH3:23])([CH3:22])[CH3:21])[CH2:11][CH2:10]1)[CH2:2][CH2:3][CH2:4][CH2:5][CH2:6][CH2:7][CH3:8] |f:1.2|. Procedure: N-(1-Octyl-5-cyanoethyl-4,6-dimethylindolin-7-yl)-2,2-dimethylpropanamide (1.14 g) was dissolved in EtOH (26 ml), and a solution of NaOH (1.1 g) in water (7.5 ml) was added, which was followed by refluxing for 14 hr under a nitrogen atmosphere. EtOH was evaporated under reduced pressure. The obtained residue was dissolved in warm water (30 ml) and washed with ArOEt (30 ml). The aqueous layer was neutralized with 2N HCl and extracted with CHCl3 (50 ml). CHCl3 layer was evaporated under reduced pr...